From a dataset of the Open Reaction Database (ORD), a public repository of structured organic reaction records. describe an organic reaction: reactants, conditions, products, and yield Starting materials: NC1=CC2=C(OC3=C(C(C2)=O)C=CC=C3)C=C1 (2-amino-10,11-dihydro-dibenz[b,f]oxepin-10-one), Br (hydrobromic acid), N(=O)[O-].[Na+] (sodium nitrite), CS(=O)(=O)O (methanesulfonic acid). Reagents/catalysts: [Cu]Br (copper (I) bromide). The solvent is C(C)(=O)OCC (ethyl acetate). Conditions: time 10 minute. Product: BrC1=CC2=C(OC3=C(C(C2)=O)C=CC=C3)C=C1 (2-bromo-10,11-dihydro-dibenz[b,f]oxepin-10-one). As a reaction SMILES: N[C:2]1[CH:17]=[CH:16][C:5]2[O:6][C:7]3[CH:15]=[CH:14][CH:13]=[CH:12][C:8]=3[C:9](=[O:11])[CH2:10][C:4]=2[CH:3]=1.N([O-])=O.[Na+].CS(O)(=O)=O.[BrH:27]>[Cu]Br.C(OCC)(=O)C>[Br:27][C:2]1[CH:17]=[CH:16][C:5]2[O:6][C:7]3[CH:15]=[CH:14][CH:13]=[CH:12][C:8]=3[C:9](=[O:11])[CH2:10][C:4]=2[CH:3]=1 |f:1.2|. Procedure: In an analogous manner to that described in Example 6, 30 g. of 2-amino-10,11-dihydro-dibenz[b,f]oxepin-10-one are diazotized with 12 g. of sodium nitrite is methanesulfonic acid solution. The solution obtained is poured into a mixture of 540 ml. of ethyl acetate and a solution of 57.2 g. of copper (I) bromide in 666 ml. of 48% hydrobromic acid. After 10 minutes, the mixture is worked-up in the same manner as described in Example 6, and there is obtained 2-bromo-10,11-dihydro-dibenz[b,f]oxepin-1... Reactants: BrC=1C=C2C(=C(C(=NC2=CC1)C)S(=O)(=O)C)C1=CC=C(C=C1)F (6-Bromo-4-(4-fluoro-phenyl)-3-methanesulfonyl-2-methyl-quinoline), compound, C([O-])([O-])=O.[Cs+].[Cs+] (cesium carbonate), N1CCOCC1 (morpholine). The reagents and catalysts are C1(CCCCC1)P(C1=C(C=CC=C1)C1=C(C=C(C=C1C(C)C)C(C)C)C(C)C)C1CCCCC1 (2-dicyclohexylphosphino-2′,4′,6′-triisopropylbiphenyl). Solvent: C(C)(C)(C)O (tert.-butanol), CCCCCCC (heptane). Conditions: temperature 110 celsius. The product is FC1=CC=C(C=C1)C1=C(C(=NC2=CC=C(C=C12)N1CCOCC1)C)S(=O)(=O)C (4-(4-Fluoro-phenyl)-3-methanesulfonyl-2-methyl-6-morpholin-4-yl-quinoline). Isolated yield 408.2%. Reaction SMILES: C(=O)([O-])[O-].[Cs+].[Cs+].Br[C:8]1[CH:9]=[C:10]2[C:15](=[CH:16][CH:17]=1)[N:14]=[C:13]([CH3:18])[C:12]([S:19]([CH3:22])(=[O:21])=[O:20])=[C:11]2[C:23]1[CH:28]=[CH:27][C:26]([F:29])=[CH:25][CH:24]=1.[NH:30]1[CH2:35][CH2:34][O:33][CH2:32][CH2:31]1>C(O)(C)(C)C.CCCCCCC.C1(P(C2CCCCC2)C2C=CC=CC=2C2C(C(C)C)=CC(C(C)C)=CC=2C(C)C)CCCCC1>[F:29][C:26]1[CH:27]=[CH:28][C:23]([C:11]2[C:10]3[C:15](=[CH:16][CH:17]=[C:8]([N:30]4[CH2:35][CH2:34][O:33][CH2:32][CH2:31]4)[CH:9]=3)[N:14]=[C:13]([CH3:18])[C:12]=2[S:19]([CH3:22])(=[O:21])=[O:20])=[CH:24][CH:25]=1 |f:0.1.2|. Procedure details: A tube placed under argon was charged with tris(dibenzylideneacetone)dipalladium chloroform complex (79 mg, 0.076 mmol), 2-dicyclohexylphosphino-2′,4′,6′-triisopropylbiphenyl (73 mg, 0.152 mmol) and cesium carbonate (1.86 g, 5.7 mmol). 6-Bromo-4-(4-fluoro-phenyl)-3-methanesulfonyl-2-methyl-quinoline (compound of example 14) (200 mg, 0.52 mmol) in tert.-butanol (20 ml) was added, followed by morpholine (0.40 g, 4.56 mmol). The tube was sealed and heated at 110° C. for 2 h. The reaction mixture wa... Starting materials: C(C)(=O)OC1[C@H](OC(C)=O)[C@H](OC(C)=O)[C@H](O1)C (1,2,3-tri-O-acetyl-5-deoxy-D-ribofuranose), ClC1=C(C=CC=2NC(=NC21)NC(C)C)Cl (4,5-Dichloro-N-(1-methylethyl)-1H-benzimidazol-2-amine), C([O-])(O)=O.[Na+] (sodium bicarbonate), C/C(=N\[Si](C)(C)C)/O[Si](C)(C)C (N,O-bis(trimethylsilyl) acetamide), FC(S(=O)(=O)O[Si](C)(C)C)(F)F (trimethylsilyl trifluoromethanesulfonate). Solvent: C(C)#N (acetonitrile), C(C)#N (acetonitrile). Conditions: time 10 minute. The product is ClC1=C(C=CC=2N(C(=NC21)NC(C)C)[C@H]2[C@H](OC(C)=O)[C@H](OC(C)=O)[C@H](O2)C)Cl (4,5-Dichloro-1-(2,3-di-O-acetyl-5-deoxy-beta-D-ribofuranosyl)-N-(1-methylethyl)1H-benzimidazol-2-amine). The yield is 90.0%. RXN SMILES: [Cl:1][C:2]1[C:10]2[N:9]=[C:8]([NH:11][CH:12]([CH3:14])[CH3:13])[NH:7][C:6]=2[CH:5]=[CH:4][C:3]=1[Cl:15].C/C(/O[Si](C)(C)C)=N\[Si](C)(C)C.FC(F)(F)S(O[Si](C)(C)C)(=O)=O.C(O[CH:44]1[O:56][C@H:55]([CH3:57])[C@@H:50]([O:51][C:52](=[O:54])[CH3:53])[C@H:45]1[O:46][C:47](=[O:49])[CH3:48])(=O)C.C(=O)(O)[O-].[Na+]>C(#N)C>[Cl:1][C:2]1[C:10]2[N:9]=[C:8]([NH:11][CH:12]([CH3:13])[CH3:14])[N:7]([C@@H:44]3[O:56][C@H:55]([CH3:57])[C@@H:50]([O:51][C:52](=[O:54])[CH3:53])[C@H:45]3[O:46][C:47](=[O:49])[CH3:48])[C:6]=2[CH:5]=[CH:4][C:3]=1[Cl:15] |f:4.5|. Procedure details: 4,5-Dichloro-N-(1-methylethyl)-1H-benzimidazol-2-amine (0.50 g, 2.0 mmol), N,O-bis(trimethylsilyl) acetamide (Aldrich, 0.55 mL, 2.2 mmol), and acetonitrile (Aldrich Sure Seal, 70 mL) were combined and refluxed under nitrogen for 15 min. The solution was cooled to rt and trimethylsilyl trifluoromethanesulfonate (Aldrich, 0.24 mL, 1.2 mmol) was added. After 10 min, 1,2,3-tri-O-acetyl-5-deoxy-D-ribofuranose (0.69 g, 2.6 mmol) dissolved in acetonitrile (Aldrich Sure Seal, 10 mL) was added. The solut... Starting materials: CC(C=O)=CC1=CC=CC=C1 (α-methyl-cinnamaldehyde), CO (methanol), N1CCCCC1 (piperidine), [H][H] (hydrogen). Reagents/catalysts: [Pd] (palladium/carbon). Solvent: O (water). Product: CC(CN1CCCCC1)CC1=CC=CC=C1 (1-(2-methyl-3-phenyl-propyl)-piperidine). As a reaction SMILES: [CH3:1][C:2](=[CH:5][C:6]1[CH:11]=[CH:10][CH:9]=[CH:8][CH:7]=1)[CH:3]=O.CO.[NH:14]1[CH2:19][CH2:18][CH2:17][CH2:16][CH2:15]1.[H][H]>[Pd].O>[CH3:1][CH:2]([CH2:5][C:6]1[CH:11]=[CH:10][CH:9]=[CH:8][CH:7]=1)[CH2:3][N:14]1[CH2:19][CH2:18][CH2:17][CH2:16][CH2:15]1. Reported procedure: A mixture of 1000 g of α-methyl-cinnamaldehyde, 10 liters of methanol and 640 g of piperidine are placed under a nitrogen atmosphere and 50 g of palladium/carbon are added thereto. The mixture is then hydrogenated while cooling with water to 30° C. internal temperature. Hydrogenation continued until the hydrogen uptake has been completed. The catalyst was filtered off and the methanol was distilled under vacuum. Distillation of the crude produce yielded pure 1-(2-methyl-3-phenyl-propyl)-piperidi... The reactants are CC1(OC2=C(C(=CC(=C2)C(C)C(CCCCC)C)O)C=2C1=CC=NC2)C (5,5-dimethyl-10-hydroxy-8-(3-methyl-2-octyl)-5H-[1]benzopyrano[3,4-d]pyridine), Cl.N1(CCCC1)CCCC(=O)O (γ-pyrrolidinobutyric acid hydrochloride), C1(CCCCC1)N=C=NC1CCCCC1 (dicyclohexyl carbodiimide). Yields the product Cl.CC1(OC2=C(C(=CC(=C2)C(C)C(CCCCC)C)OC(CCCN2CCCC2)=O)C=2C1=CC=NC2)C (5,5-Dimethyl-8-(3-methyl-2-octyl)-10-[4-(pyrrolidino)butyryloxy]-5H-[1]benzopyrano[3,4-d]pyridine hydrochloride). Reaction SMILES: [CH3:1][C:2]1([CH3:26])[C:21]2=[CH:22][CH:23]=[N:24][CH:25]=[C:20]2[C:5]2[C:6]([OH:19])=[CH:7][C:8]([CH:10]([CH:12]([CH3:18])[CH2:13][CH2:14][CH2:15][CH2:16][CH3:17])[CH3:11])=[CH:9][C:4]=2[O:3]1.[ClH:27].[N:28]1([CH2:33][CH2:34][CH2:35][C:36](O)=[O:37])[CH2:32][CH2:31][CH2:30][CH2:29]1.C1(N=C=NC2CCCCC2)CCCCC1>>[ClH:27].[CH3:26][C:2]1([CH3:1])[C:21]2=[CH:22][CH:23]=[N:24][CH:25]=[C:20]2[C:5]2[C:6]([O:19][C:36](=[O:37])[CH2:35][CH2:34][CH2:33][N:28]3[CH2:32][CH2:31][CH2:30][CH2:29]3)=[CH:7][C:8]([CH:10]([CH:12]([CH3:18])[CH2:13][CH2:14][CH2:15][CH2:16][CH3:17])[CH3:11])=[CH:9][C:4]=2[O:3]1 |f:1.2,4.5|. Reported procedure: 5,5-Dimethyl-8-(3-methyl-2-octyl)-10-[4-(pyrrolidino)butyryloxy]-5H-[1]benzopyrano[3,4-d]pyridine hydrochloride is prepared according to the method of Example 29 by reacting equimolar quantities of 5,5-dimethyl-10-hydroxy-8-(3-methyl-2-octyl)-5H-[1]benzopyrano[3,4-d]pyridine and γ-pyrrolidinobutyric acid hydrochloride in the presence of dicyclohexyl carbodiimide. The reactants are N#CNC=Nc1ccc(-c2c[nH]cn2)cc1, CN, O. Yields the product CNC=Nc1ccc(-c2c[nH]cn2)cc1. RXN SMILES: [C:1](#[N:2])[NH:3][CH:4]=[N:5][c:6]1[cH:7][cH:8][c:9](-[c:12]2[n:13][cH:14][nH:15][cH:16]2)[cH:10][cH:11]1.[CH3:17][NH2:18].[OH2:19]>>[CH3:1][NH:3][CH:4]=[N:5][c:6]1[cH:7][cH:8][c:9](-[c:12]2[n:13][cH:14][nH:15][cH:16]2)[cH:10][cH:11]1. The reactants are above product, O1C(OCC1)CCCON1N=CC(=C1)C(=O)OC (Methyl 1-[3-(2-dioxolanyl)-propoxy]-pyrazole-4-carboxylate). The solvent is [OH-].[Na+] (sodium hydroxide). Product: O1C(OCC1)CCCON1N=CC(=C1)C(=O)O (1-[3-(2-Dioxolanyl)-propoxy]-pyrazole-4-carboxylic acid). Reaction SMILES: [O:1]1[CH2:5][CH2:4][O:3][CH:2]1[CH2:6][CH2:7][CH2:8][O:9][N:10]1[CH:14]=[C:13]([C:15]([O:17]C)=[O:16])[CH:12]=[N:11]1>[OH-].[Na+]>[O:3]1[CH2:4][CH2:5][O:1][CH:2]1[CH2:6][CH2:7][CH2:8][O:9][N:10]1[CH:14]=[C:13]([C:15]([OH:17])=[O:16])[CH:12]=[N:11]1 |f:1.2|. Procedure details: 151 g of the above product from (a) are stirred with 650 ml of 2N sodium hydroxide solution at 90° C. until a clear solution has formed. The solution is cooled and then washed with 200 ml of methylene chloride, the aqueous phase is acidified with concentrated hydrochloric acid and extracted several times with methylene chloride, and the extract is dried and evaporated down to give a colorless residue which crystallizes spontaneously. Yield: 129 g (88% of theory, based on methyl 1-hydroxypyrazole... Reactants: ClC1=CC=C(C(=O)CCC(=O)O)C=C1 (3-p-chlorobenzoyl-propionic acid), CN1CCC(CC1)O (1-methyl-piperidin-4-ol). Yields the product ClC1=CC=C(C(=O)C(CC(=O)OC2CCN(CC2)C)=CN(C)C)C=C1 (1-methyl-4-piperidyl 3-p-chlorobenzoyl-4-dimethylamino-3-butenoate). As a reaction SMILES: [Cl:1][C:2]1[CH:14]=[CH:13][C:5]([C:6]([CH2:8][CH2:9][C:10]([OH:12])=[O:11])=[O:7])=[CH:4][CH:3]=1.[CH3:15][N:16]1[CH2:21][CH2:20][CH:19](O)[CH2:18][CH2:17]1>>[Cl:1][C:2]1[CH:3]=[CH:4][C:5]([C:6]([C:8](=[CH:15][N:16]([CH3:21])[CH3:17])[CH2:9][C:10]([O:12][CH:19]2[CH2:20][CH2:21][N:16]([CH3:15])[CH2:17][CH2:18]2)=[O:11])=[O:7])=[CH:13][CH:14]=1. Procedure: 35.1 g of 1-methyl-4-piperidyl 3-p-chlorobenzoyl-4-dimethylamino-3-butenoate [obtainable by esterification of 3-p-chlorobenzoyl-propionic acid with 1-methyl-piperidin-4-ol to produce 1-methyl-4-piperidyl 3-p-chloro-benzoylpropionate and subsequent reaction of the latter with dimethylformamide dimethyl acetal in the presence of acetic acid at 120°] and 12 g of phenylhydrazine are warmed for 4 hours at 100°. The reaction mixture is subjected to the customary working up (benzene/water) and 1-methyl... Reactants: FC1=C(C=CC=C1)C=1OC2=NC=CC=C2N1 (2-(2-fluorophenyl)oxazolo[5,4-b]pyridine), S(O)(O)(=O)=O (sulfuric acid). The solvent is C(C)(=O)O (acetic acid), O (water). Yields the product FC1=C(C=CC=C1)C=1OC2=NC=C(C=C2N1)C(CCC)=O (2-(2-FLUOROPHENYL)-6-BUTYRYLOXAZOLO[5,4-b]PYRIDINE). RXN SMILES: [F:1][C:2]1[CH:7]=[CH:6][CH:5]=[CH:4][C:3]=1[C:8]1[O:9][C:10]2[C:15]([N:16]=1)=[CH:14][CH:13]=[CH:12][N:11]=2.S(=O)(=O)(O)O>O.C(O)(=O)C>[F:1][C:2]1[CH:7]=[CH:6][CH:5]=[CH:4][C:3]=1[C:8]1[O:9][C:10]2[C:15]([N:16]=1)=[CH:14][C:13]([C:8](=[O:9])[CH2:3][CH2:2][CH3:7])=[CH:12][N:11]=2. Procedure: Using the procedure described in Example 1, but replacing 2-phenyloxazolo[4,5-b]pyridine by 2-(2-fluorophenyl)oxazolo[5,4-b]pyridine (J. Med. Chem. 1978, 21, 11, 1158+) and using 8.4 ml of concentrated sulfuric acid in 16.8 ml of water and 16.8 ml of acetic acid, and after purification on a column of silica (40 to 63μ; 70-230 mesh; eluent: ethyl acetate/toluene, 1:9), the product of the title is obtained.